The task is: describe an organic reaction: reactants, conditions, products, and yield. This data is from the Open Reaction Database (ORD), a public repository of structured organic reaction records. The product is CCOC(=O)C(Cc1ccc(CCN)cc1)OCC. Starting materials: CCOC(=O)C(Cc1ccc(CCNC(=O)OCc2ccccc2)cc1)OCC, CCOC(C)=O. Reaction SMILES: [CH2:1]([O:2][C:3](=[O:4])[NH:11][CH2:12][CH2:13][c:14]1[cH:15][cH:16][c:17]([CH2:20][CH:21]([C:22](=[O:23])[O:24][CH2:25][CH3:26])[O:27][CH2:28][CH3:29])[cH:18][cH:19]1)[c:5]1[cH:6][cH:7][cH:8][cH:9][cH:10]1.[CH3:30][CH2:31][O:32][C:33](=[O:34])[CH3:35]>>[NH2:11][CH2:12][CH2:13][c:14]1[cH:15][cH:16][c:17]([CH2:20][CH:21]([C:22](=[O:23])[O:24][CH2:25][CH3:26])[O:27][CH2:28][CH3:29])[cH:18][cH:19]1. Reactants: C1(CC1)C=1N=C(SC1)/C=C/C=1C=C(C=CC1)N ((E)-3-[2-[4-(cyclopropyl)-2-thiazolyl]ethenyl]benzeneamine), C1(CC=2C(C(=O)O1)=CC=CC2)=O (homophthalic anhydride). Run in C1(=CC=CC=C1)C (toluene). Yields the product C1(CC1)C=1N=C(SC1)/C=C/C=1C=C(C=CC1)NC(CC1=C(C(=O)O)C=CC=C1)=O ((E)-2-[2-[3-[2-[4-(cyclopropyl)-2-thiazolyl]ethenyl]phenylamino]-2-oxoethyl]benzoic acid). Isolated yield 88.7%. RXN SMILES: [CH:1]1([C:4]2[N:5]=[C:6](/[CH:9]=[CH:10]/[C:11]3[CH:12]=[C:13]([NH2:17])[CH:14]=[CH:15][CH:16]=3)[S:7][CH:8]=2)[CH2:3][CH2:2]1.[C:18]1(=[O:29])[O:24][C:22](=[O:23])[C:21]2=[CH:25][CH:26]=[CH:27][CH:28]=[C:20]2[CH2:19]1>C1(C)C=CC=CC=1>[CH:1]1([C:4]2[N:5]=[C:6](/[CH:9]=[CH:10]/[C:11]3[CH:12]=[C:13]([NH:17][C:18](=[O:29])[CH2:19][C:20]4[CH:28]=[CH:27][CH:26]=[CH:25][C:21]=4[C:22]([OH:24])=[O:23])[CH:14]=[CH:15][CH:16]=3)[S:7][CH:8]=2)[CH2:3][CH2:2]1. Procedure: A solution of 5.0 g of (E)-3-[2-[4-(cyclopropyl)-2-thiazolyl]ethenyl]benzeneamine, 3.35 g of homophthalic anhydride, and 100 ml of toluene was heated to reflux for 0.5 hr. After cooling, the solids that formed were collected by filtration and this material was triturated with ethyl ether to yield 7.4 g of (E)-2-[2-[3-[2-[4-(cyclopropyl)-2-thiazolyl]ethenyl]phenylamino]-2-oxoethyl]benzoic acid. Recrystallization from acetonitrile yielded 5.1 g of material; m.p. 200°-201° C. Anal. Calcd for C23H20...